From a dataset of the Open Reaction Database (ORD), a public repository of structured organic reaction records. describe an organic reaction: reactants, conditions, products, and yield The reactants are COC(=O)c1cc(-c2ccc(OC)c(CN(C(=O)c3sc4c(F)ccc(F)c4c3Cl)C3CCC(N(C)C(=O)OC(C)(C)C)CC3)c2)ccn1, CN, CO. The product is CNC(=O)c1cc(-c2ccc(OC)c(CN(C(=O)c3sc4c(F)ccc(F)c4c3Cl)C3CCC(N(C)C(=O)OC(C)(C)C)CC3)c2)ccn1. As a reaction SMILES: [C:1]([CH3:2])([CH3:3])([CH3:4])[O:5][C:6](=[O:7])[N:8]([CH:9]1[CH2:10][CH2:11][CH:12]([N:15]([C:16](=[O:17])[c:18]2[c:19]([Cl:29])[c:20]3[c:21]([s:22]2)[c:23]([F:28])[cH:24][cH:25][c:26]3[F:27])[CH2:30][c:31]2[cH:32][c:33](-[c:39]3[cH:40][c:41]([C:45]([O:47][CH3:46])=[O:48])[n:42][cH:43][cH:44]3)[cH:34][cH:35][c:36]2[O:37][CH3:38])[CH2:13][CH2:14]1)[CH3:49].[CH3:50][NH2:51].[CH3:52][OH:53]>>[C:1]([CH3:2])([CH3:3])([CH3:4])[O:5][C:6](=[O:7])[N:8]([CH:9]1[CH2:10][CH2:11][CH:12]([N:15]([C:16](=[O:17])[c:18]2[c:19]([Cl:29])[c:20]3[c:21]([s:22]2)[c:23]([F:28])[cH:24][cH:25][c:26]3[F:27])[CH2:30][c:31]2[cH:32][c:33](-[c:39]3[cH:40][c:41]([C:45](=[O:47])[NH:51][CH3:50])[n:42][cH:43][cH:44]3)[cH:34][cH:35][c:36]2[O:37][CH3:38])[CH2:13][CH2:14]1)[CH3:49]. Starting materials: O (water), CS(=O)(=O)Cl (Methanesulfonyl chloride), CC(C(C)C)(C1=NC=C(C=C1)OCC1=NC=CC=C1)C1=CC=C(C=C1)C1=NOC(=N1)CO ([3-(4-{1,2-dimethyl-1-[5-(pyridin-2-ylmethoxy)pyridin-2-yl]propyl}phenyl)-1,2,4-oxadiazol-5-yl]methanol), CCN(C(C)C)C(C)C (DIPEA). Solvent: C(Cl)Cl (DCM). Run at time 1.5 hour. Product: CS(=O)(=O)OCC1=NC(=NO1)C1=CC=C(C=C1)C(C(C)C)(C1=NC=C(C=C1)OCC1=NC=CC=C1)C ([3-(4-{1,2-dimethyl-1-[5-(pyridin-2-ylmethoxy)pyridin-2-yl]propyl}phenyl)-1,2,4-oxadiazol-5-yl]methyl methanesulfonate). Reaction SMILES: [CH3:1][S:2](Cl)(=[O:4])=[O:3].[CH3:6][C:7]([C:25]1[CH:30]=[CH:29][C:28]([C:31]2[N:35]=[C:34]([CH2:36][OH:37])[O:33][N:32]=2)=[CH:27][CH:26]=1)([C:11]1[CH:16]=[CH:15][C:14]([O:17][CH2:18][C:19]2[CH:24]=[CH:23][CH:22]=[CH:21][N:20]=2)=[CH:13][N:12]=1)[CH:8]([CH3:10])[CH3:9].CCN(C(C)C)C(C)C.O>C(Cl)Cl>[CH3:1][S:2]([O:37][CH2:36][C:34]1[O:33][N:32]=[C:31]([C:28]2[CH:29]=[CH:30][C:25]([C:7]([CH3:6])([C:11]3[CH:16]=[CH:15][C:14]([O:17][CH2:18][C:19]4[CH:24]=[CH:23][CH:22]=[CH:21][N:20]=4)=[CH:13][N:12]=3)[CH:8]([CH3:10])[CH3:9])=[CH:26][CH:27]=2)[N:35]=1)(=[O:4])=[O:3]. Procedure: Methanesulfonyl chloride (27.0 μL, 0.348 mmol) was added to a stirred solution of 3d (100 mg, 0.232 mmol) and DIPEA (101 μL, 0.580 mmol) in DCM (2.00 mL) at 0° C. After approximately 1.5 h, the reaction mixture was poured into water and extracted three times with EtOAc. The combined organic extracts were washed with water, brine, dried (sodium sulfate) and concentrated in vacuo to afford the title compound 3e, which was used without further purification in the subsequent reaction. The reactants are FC(C(=O)O)(F)F.S1C(=NC2=C1C=CC=C2)S(=O)(=O)N2C(CNCC2)=O (1-(benzothiazole-2-sulfonyl)-piperazin-2-one trifluoroacetic acid salt), CSCCOC(=O)NC1=C2N=CN(C2=NC=N1)CC(=O)O ([6-N-(2-methylthioethoxycarbonyl)-adenine-9-yl]-acetic acid). The product is S1C(=NC2=C1C=CC=C2)S(=O)(=O)N2C(CN(CC2)C(CN2C1=NC=NC(=C1N=C2)NC(=O)OCCSC)=O)=O (1-(Benzothiazole-2-sulfonyl)-4-{[6-N-(2-methylthioethoxycarbonyl)-adenine-9-yl]acetyl}-piperazin-2-one). Reaction SMILES: FC(F)(F)C(O)=O.[S:8]1[C:12]2[CH:13]=[CH:14][CH:15]=[CH:16][C:11]=2[N:10]=[C:9]1[S:17]([N:20]1[CH2:25][CH2:24][NH:23][CH2:22][C:21]1=[O:26])(=[O:19])=[O:18].[CH3:27][S:28][CH2:29][CH2:30][O:31][C:32]([NH:34][C:35]1[N:43]=[CH:42][N:41]=[C:40]2[C:36]=1[N:37]=[CH:38][N:39]2[CH2:44][C:45](O)=[O:46])=[O:33]>>[S:8]1[C:12]2[CH:13]=[CH:14][CH:15]=[CH:16][C:11]=2[N:10]=[C:9]1[S:17]([N:20]1[CH2:25][CH2:24][N:23]([C:45](=[O:46])[CH2:44][N:39]2[CH:38]=[N:37][C:36]3[C:40]2=[N:41][CH:42]=[N:43][C:35]=3[NH:34][C:32]([O:31][CH2:30][CH2:29][S:28][CH3:27])=[O:33])[CH2:22][C:21]1=[O:26])(=[O:19])=[O:18] |f:0.1|. Procedure: The title compound was synthesized by the reaction of 1-(benzothiazole-2-sulfonyl)-piperazin-2-one trifluoroacetic acid salt with [6-N-(2-methylthioethoxycarbonyl)-adenine-9-yl]-acetic acid as per the procedure of Example 52. 1H NMR (500 MHz; DMSO-d6) δ 10.80 (brs, 1H), 8.61 (d, 1H), 8.42 (s, 0.6H), 8.39 (s, 0.4H), 8.35 (m, 1H), 8.27 (m, 1H), 7.73 (m, 2H), 5.42 (s, 1.2H), 5.30 (s, 0.8H), 4.57 (s, 0.8H), 4.34–4.25 (m, 4.4H), 4.09 (m, 2.0H), 3.88 (t, 0.8H), 2.79 (t, 2H), 2.13 (s, 3H). The reactants are C(C)OC1=CC=C(C=C1)C(C)(C(C)=O)C (2-(4-ethoxyphenyl)-2-methyl-3-butanone), O(C1=CC=CC=C1)C=1C=C(C=O)C=CC1F (3-phenoxy-4-fluorobenzaldehyde). The product is O(C1=CC=CC=C1)C=1C=C(C=CC1F)C=CC(C(C)(C)C1=CC=C(C=C1)OCC)=O (1-(3-phenoxy-4-fluorophenyl)-4-(4-ethoxyphenyl)-4-methyl-1-penten-3-one). The yield is 47.7%. RXN SMILES: [CH2:1]([O:3][C:4]1[CH:9]=[CH:8][C:7]([C:10]([CH3:15])([C:12](=[O:14])[CH3:13])[CH3:11])=[CH:6][CH:5]=1)[CH3:2].[O:16]([C:23]1[CH:24]=[C:25]([CH:28]=[CH:29][C:30]=1[F:31])[CH:26]=O)[C:17]1[CH:22]=[CH:21][CH:20]=[CH:19][CH:18]=1>>[O:16]([C:23]1[CH:24]=[C:25]([CH:26]=[CH:13][C:12](=[O:14])[C:10]([C:7]2[CH:8]=[CH:9][C:4]([O:3][CH2:1][CH3:2])=[CH:5][CH:6]=2)([CH3:11])[CH3:15])[CH:28]=[CH:29][C:30]=1[F:31])[C:17]1[CH:22]=[CH:21][CH:20]=[CH:19][CH:18]=1. Procedure: In the same manner as described in (a) of (1) of Synthesis Example 2, 12.0 g of the residue was obtained by using 6.2 g of 2-(4-ethoxyphenyl)-2-methyl-3-butanone and 6.5 g of 3-phenoxy-4-fluorobenzaldehyde. The residue was purified by column chromatography on 200 g of silica gel (eluent: benzene) to give 5.8 g of 1-(3-phenoxy-4-fluorophenyl)-4-(4-ethoxyphenyl)-4-methyl-1-penten-3-one. The reactants are C(CCCCCCC)[Mg]Br (octylmagnesium bromide), BrC1=CC=CC(=N1)/C=C/C=C/C=O (5-(6-bromo-2-pyridyl)-(E,E)-2,4-pentadienaldehyde), [Cl-].[NH4+] (ammonium chloride). Run in C(C)OCC (diethyl ether), C(C)OCC (diethyl ether). Reaction conditions: temperature -20 celsius, time 1.5 hour. The product is BrC1=NC(=CC=C1)\C=C\C=C\C(CCCCCCCC)O (2-bromo-6-[(1E,3E)-(5RS)-5-hydroxy-1,3-tridecadienyl]-pyridine). The yield is 196.3%. As a reaction SMILES: [CH2:1]([Mg]Br)[CH2:2][CH2:3][CH2:4][CH2:5][CH2:6][CH2:7][CH3:8].[Br:11][C:12]1[N:17]=[C:16](/[CH:18]=[CH:19]/[CH:20]=[CH:21]/[CH:22]=[O:23])[CH:15]=[CH:14][CH:13]=1.[Cl-].[NH4+]>C(OCC)C>[Br:11][C:12]1[CH:13]=[CH:14][CH:15]=[C:16](/[CH:18]=[CH:19]/[CH:20]=[CH:21]/[CH:22]([OH:23])[CH2:1][CH2:2][CH2:3][CH2:4][CH2:5][CH2:6][CH2:7][CH3:8])[N:17]=1 |f:2.3|. Procedure: A solution of octylmagnesium bromide (produced from 150 mg of magnesium in 5 ml of diethyl ether and 1.14 g of octyl bromide in 2.5 ml of diethyl ether) is instilled in a solution of 1.17 g of 5-(6-bromo-2-pyridyl)-(E,E)-2,4-pentadienaldehyde in 25 ml of diethyl ether with stirring and under argon atmosphere at -20° C. After 1.5 hours at -20° C., the reaction mixture is mixed with 15 ml of saturated ammonium chloride solution, shaken out with diethyl ether, dried on sodium sulfate, concentrated ...